Task: describe an organic reaction: reactants, conditions, products, and yield. Dataset: the Open Reaction Database (ORD), a public repository of structured organic reaction records The reactants are ClCCl, CCOC(=O)C1C(CC(C)(C)O)=NNC1(C)C. Product: CCOC(=O)C1=C(CC(C)(C)O)N=NC1(C)C. Reaction SMILES: [CH2:18]([Cl:19])[Cl:20].[CH3:1][C:2]1([CH3:17])[CH:3]([C:12](=[O:13])[O:14][CH2:15][CH3:16])[C:4]([CH2:7][C:8]([CH3:9])([CH3:10])[OH:11])=[N:5][NH:6]1>>[CH3:1][C:2]1([CH3:17])[C:3]([C:12](=[O:13])[O:14][CH2:15][CH3:16])=[C:4]([CH2:7][C:8]([CH3:9])([CH3:10])[OH:11])[N:5]=[N:6]1. Reactants: C(CCC)[Li] (butyllithium), FC=1C=CC2=C(C(CCO2)C(=O)OC)C1 (Methyl 6-fluoro-2,3-dihydro-4H-benzopyran-4-carboxylate), C1CCOC1 (THF), C(C)(C)NC(C)C (diisopropylamine), C1CCOC1 (THF). Run in CCCCCC (hexane). Reaction conditions: temperature 0 celsius, time 30 minute. Yields the product FC=1C=CC2=C(C(CCO2)(C(=O)OC)CO)C1 (Methyl 6-fluoro-3,4-dihydro-4-(hydroxymethyl)-2H-benzopyran-4-carboxylate). RXN SMILES: C(NC(C)C)(C)C.C([Li])CCC.[F:13][C:14]1[CH:15]=[CH:16][C:17]2[O:22][CH2:21][CH2:20][CH:19]([C:23]([O:25][CH3:26])=[O:24])[C:18]=2[CH:27]=1.C1C[O:31][CH2:30]C1>CCCCCC>[F:13][C:14]1[CH:15]=[CH:16][C:17]2[O:22][CH2:21][CH2:20][C:19]([CH2:30][OH:31])([C:23]([O:25][CH3:26])=[O:24])[C:18]=2[CH:27]=1. Procedure: A solution of 5 mL (0.035 mole) of diisopropylamine in 100 mL of THF was cooled to 0° C. and 22.1 mL (0.35 mole) of 1.6M butyllithium in hexane was added dropwise. After stirring for 30 minutes at 0° C. the resulting solution was cooled to -78° C. A solution of 6.2 g (0.0295 mole) of Methyl 6-fluoro-2,3-dihydro-4H-benzopyran-4-carboxylate in 20 mL of THF was then added dropwise while maintaining the temperature below -66° C. The resulting solution was stirred at -78° C. for 3 hours. Gaseous form... The reactants are ClC1=C(C=C(C=C1)B1OC(C(O1)(C)C)(C)C)NS(=O)(=O)C1=CC=CC=C1 (N-[2-Chloro-5-(4,4,5,5-tetramethyl-[1,3,2]dioxaborolan-2-yl)-phenyl]-benzenesulfonamide), BrC=1C(=NC(=NC1)N)C (5-Bromo-4-methyl-pyrimidin-2-ylamine), C(Cl)Cl (DCM), ClC1=C(C=C(C=C1)B1OC(C(O1)(C)C)(C)C)NS(=O)(=O)C1=CC=CC=C1 (N-[2-Chloro-5-(4,4,5,5-tetramethyl-[1,3,2]dioxaborolan-2-yl)-phenyl]-benzenesulfonamide), BrC=1C(=NC(=NC1)N)C (5-Bromo-4-methyl-pyrimidin-2-ylamine). Reagents/catalysts: C1=CC=C(C=C1)P([C-]2C=CC=C2)C3=CC=CC=C3.C1=CC=C(C=C1)P([C-]2C=CC=C2)C3=CC=CC=C3.Cl[Pd]Cl.[Fe+2] (PdCl2(dppf)). Yields the product NC1=NC=C(C(=N1)C)C=1C=CC(=C(C1)NS(=O)(=O)C1=CC=CC=C1)Cl (N-[5-(2-Amino-4-methyl-pyrimidin-5-yl)-2-chloro-phenyl]-benzenesulfonamide). As a reaction SMILES: [Cl:1][C:2]1[CH:7]=[CH:6][C:5](B2OC(C)(C)C(C)(C)O2)=[CH:4][C:3]=1[NH:17][S:18]([C:21]1[CH:26]=[CH:25][CH:24]=[CH:23][CH:22]=1)(=[O:20])=[O:19].Br[C:28]1[C:29]([CH3:35])=[N:30][C:31]([NH2:34])=[N:32][CH:33]=1.C(Cl)Cl>C1C=CC(P(C2C=CC=CC=2)[C-]2C=CC=C2)=CC=1.C1C=CC(P(C2C=CC=CC=2)[C-]2C=CC=C2)=CC=1.Cl[Pd]Cl.[Fe+2]>[NH2:34][C:31]1[N:30]=[C:29]([CH3:35])[C:28]([C:5]2[CH:6]=[CH:7][C:2]([Cl:1])=[C:3]([NH:17][S:18]([C:21]3[CH:22]=[CH:23][CH:24]=[CH:25][CH:26]=3)(=[O:19])=[O:20])[CH:4]=2)=[CH:33][N:32]=1 |f:3.4.5.6|. Procedure details: N-[2-Chloro-5-(4,4,5,5-tetramethyl-[1,3,2]dioxaborolan-2-yl)-phenyl]-benzenesulfonamide (Intermediate B) (50 mg, 0.13 mmol), 5-Bromo-4-methyl-pyrimidin-2-ylamine (Intermediate C) (26 mg, 0.14 mmol) and PdCl2(dppf).DCM (10 mg, 0.013 mmol) are placed in a microwave vial containing degassed DME (3 ml) and 2M Na2CO3 (1 ml). The resulting mixture is heated using microwave radiation at 100° C. for 45 minutes. The reaction mixture is diluted with DCM, MgSO4 is added and the mixture is filtered through ... The reactants are COC(=O)c1cc(Cl)ccc1NC(=O)COCC(=O)O, c1ccc(Nc2ccccc2)cc1. Yields the product COC(=O)c1cc(Cl)ccc1NC(=O)COCC(=O)N(c1ccccc1)c1ccccc1. Reaction SMILES: [Cl:1][c:2]1[cH:3][c:4]([C:17](=[O:18])[O:19][CH3:20])[c:5]([NH:8][C:9]([CH2:10][O:11][CH2:12][C:13](=[O:14])[OH:15])=[O:16])[cH:6][cH:7]1.[NH:21]([c:22]1[cH:23][cH:24][cH:25][cH:26][cH:27]1)[c:28]1[cH:29][cH:30][cH:31][cH:32][cH:33]1>>[Cl:1][c:2]1[cH:3][c:4]([C:17](=[O:18])[O:19][CH3:20])[c:5]([NH:8][C:9]([CH2:10][O:11][CH2:12][C:13](=[O:15])[N:21]([c:22]2[cH:23][cH:24][cH:25][cH:26][cH:27]2)[c:28]2[cH:29][cH:30][cH:31][cH:32][cH:33]2)=[O:16])[cH:6][cH:7]1.